This data is from the Open Reaction Database (ORD), a public repository of structured organic reaction records. The task is: describe an organic reaction: reactants, conditions, products, and yield Starting materials: CN (monomethylamine), CN (monomethylamine), C(C1=CC=CC=C1)=O (benzaldehyde), CN (monomethylamine). The solvent is C1(=CC=CC=C1)C (toluene). Run at temperature 0 celsius. The product is C(C1=CC=CC=C1)=CN (N-benzylidenemethylamine). Isolated yield 88.0%. RXN SMILES: [CH3:1][NH2:2].[CH:3](=O)[C:4]1[CH:9]=[CH:8][CH:7]=[CH:6][CH:5]=1>C1(C)C=CC=CC=1>[CH:3](=[CH:1][NH2:2])[C:4]1[CH:9]=[CH:8][CH:7]=[CH:6][CH:5]=1. Reported procedure: Anhydrous monomethylamine (about 1-1.5 eq.) was introduced below the surface of a stirred solution of benzaldehyde (1062 g, 10.0 mol) in toluene (2000 ml) cooled to 0° C. The rate of addition of monomethylamine was adjusted so as to maintain the reaction temperature between 25°-30° C.; after 45 minutes the addition of monomethylamine was terminated. The organic phase was separated and concentrated in vacuo. Distillation of the residual oil afforded N-benzylidenemethylamine (1047 g, 8.79 mol) in ... Reactants: CCO, O=C(N1CCOCC1)N1CC(c2ccc(C(F)(F)F)cc2)CC(c2nc(Cl)no2)C1, NCCO. The product is O=C(N1CCOCC1)N1CC(c2ccc(C(F)(F)F)cc2)CC(c2nc(NCCO)no2)C1. Reaction SMILES: [CH3:35][CH2:36][OH:37].[Cl:1][c:2]1[n:3][o:4][c:5]([CH:7]2[CH2:8][N:9]([C:23](=[O:24])[N:25]3[CH2:26][CH2:27][O:28][CH2:29][CH2:30]3)[CH2:10][CH:11]([c:13]3[cH:14][cH:15][c:16]([C:19]([F:20])([F:21])[F:22])[cH:17][cH:18]3)[CH2:12]2)[n:6]1.[NH2:31][CH2:32][CH2:33][OH:34]>>[c:2]1([NH:31][CH2:32][CH2:33][OH:34])[n:3][o:4][c:5]([CH:7]2[CH2:8][N:9]([C:23](=[O:24])[N:25]3[CH2:26][CH2:27][O:28][CH2:29][CH2:30]3)[CH2:10][CH:11]([c:13]3[cH:14][cH:15][c:16]([C:19]([F:20])([F:21])[F:22])[cH:17][cH:18]3)[CH2:12]2)[n:6]1. The reactants are Cl.NC1C2CC3(CC(CC1C3)(C2)O)O (6-amino-adamantane-1,3-diol hydrochloride), C(=O)(OC(C)(C)C)NC1(CCCC1)C=O (N-Boc-cycloleucinal), C(C)(=O)O (acetic acid), C(=O)(O)[O-].[Na+] (NaHCO3). Solvent: CO (MeOH), C(C)(=O)O[BH-](OC(C)=O)OC(C)=O.[Na+] (sodium triacetoxyborohydride). Run at temperature 60 celsius, time 30 minute. The product is C(C)(C)(C)OC(NC1(CCCC1)CNC1C2CC3(CC(CC1C3)(C2)O)O)=O ({1-[(5,7-Dihydroxy-adamantan-2-ylamino)-methyl]-cyclopentyl}-carbamic acid tert-butyl ester). Yield: 56.0%. RXN SMILES: Cl.[NH2:2][CH:3]1[CH:10]2[CH2:11][C:6]3([OH:14])[CH2:7][C:8]([OH:13])([CH2:12][CH:4]1[CH2:5]3)[CH2:9]2.[C:15]([NH:22][C:23]1([CH:28]=O)[CH2:27][CH2:26][CH2:25][CH2:24]1)([O:17][C:18]([CH3:21])([CH3:20])[CH3:19])=[O:16].C(O)(=O)C.C([O-])(O)=O.[Na+]>CO.C(O[BH-](OC(=O)C)OC(=O)C)(=O)C.[Na+]>[C:18]([O:17][C:15](=[O:16])[NH:22][C:23]1([CH2:28][NH:2][CH:3]2[CH:10]3[CH2:9][C:8]4([OH:13])[CH2:7][C:6]([OH:14])([CH2:5][CH:4]2[CH2:12]4)[CH2:11]3)[CH2:24][CH2:25][CH2:26][CH2:27]1)([CH3:21])([CH3:19])[CH3:20] |f:0.1,4.5,7.8|. Procedure details: To a mixture of 6-amino-adamantane-1,3-diol hydrochloride (258 mg, J. Med. Chem. 50, 2007, 149), N-Boc-cycloleucinal (250 mg) and acetic acid (0.67 ml) in MeOH (5.0 ml), sodium triacetoxyborohydride was added at room temperature. The mixture was stirred at 60° C. for 30 min. The mixture was basified with saturated NaHCO3 solution. The mixture was extracted with AcOEt, washed with brine, dried over MgSO4 and evaporated. The residue was purified with silica gel chromatography (CH2Cl2:MeOH:NH4OH=fr...